This data is from the Open Reaction Database (ORD), a public repository of structured organic reaction records. The task is: describe an organic reaction: reactants, conditions, products, and yield Starting materials: BrCC(CCCCN1C(C=2C(C1=O)=CC=CC2)=O)=O (N-(6-bromo-5-oxohexyl)phthalimide), NC(=N)NC(=N)N (Biguanide), C(C)(=O)O (acetic acid). Run in CN(C=O)C (dimethylformamide). Conditions: time 3 hour. The product is N(C(=N)N)C=1NC=C(N1)CCCCN1C(C=2C(C1=O)=CC=CC2)=O (2-guanidino-4-(4-phthalimidobutyl)imidazole). RXN SMILES: [NH2:1][C:2]([NH:4][C:5]([NH2:7])=[NH:6])=[NH:3].Br[CH2:9][C:10](=O)[CH2:11][CH2:12][CH2:13][CH2:14][N:15]1[C:19](=[O:20])[C:18]2=[CH:21][CH:22]=[CH:23][CH:24]=[C:17]2[C:16]1=[O:25].C(O)(=O)C>CN(C)C=O>[NH:4]([C:5]1[NH:7][CH:9]=[C:10]([CH2:11][CH2:12][CH2:13][CH2:14][N:15]2[C:16](=[O:25])[C:17]3=[CH:24][CH:23]=[CH:22][CH:21]=[C:18]3[C:19]2=[O:20])[N:6]=1)[C:2]([NH2:1])=[NH:3]. Reported procedure: Biguanide (1.01 g.) was stirred in dry dimethylformamide (15 ml.) and N-(6-bromo-5-oxohexyl)phthalimide (1.5 g.) added. The mixture was stirred for 3 hours, acetic acid (5 ml.) was then added and the total reaction mixture evaporated to dryness. The residue was dissolved in water (10 ml.) and extracted with ethyl acetate (5×20 ml.). The combined ethyl acetate extracts were evaporated to give a brown foam which was purified by column chromatography on silica gel using chloroform/methanol/ammonia ... Reactants: O=C1OC(=O)c2ccccc21, CC(=O)O, Nc1cc[nH]n1. The product is O=C1c2ccccc2C(=O)N1c1cc[nH]n1. Reaction SMILES: [C:7]1(=[O:17])[O:8][C:9](=[O:16])[c:10]2[cH:11][cH:12][cH:13][cH:14][c:15]21.[CH3:18][C:19](=[O:20])[OH:21].[NH2:1][c:2]1[n:3][nH:4][cH:5][cH:6]1>>[N:1]1([c:2]2[n:3][nH:4][cH:5][cH:6]2)[C:7](=[O:8])[c:15]2[c:10]([cH:11][cH:12][cH:13][cH:14]2)[C:9]1=[O:16]. Reactants: FC1=C(C=CC=C1)C(C(C(=O)OC)C1=CC2=C(N=C(S2)NC(C)C)C=C1)=O (methyl 3-(2-fluorophenyl)-2-(2-(isopropylamino)benzo[d]thiazol-6-yl)-3-oxopropanoate), NN (hydrazine), CO.C(Cl)Cl (MeOH CH2Cl2), [OH-].[NH4+] (ammonium hydroxide). The solvent is CC(=O)O (AcOH), CCO (EtOH), O (water). Run at temperature 85 celsius. Product: FC1=C(C=CC=C1)C1=NNC(=C1C1=CC2=C(N=C(S2)NC(C)C)C=C1)O (3-(2-Fluorophenyl)-4-(2-(isopropylamino)benzo[d]thiazol-6-yl)-1H-pyrazol-5-ol). The yield is 22.2%. RXN SMILES: [F:1][C:2]1[CH:7]=[CH:6][CH:5]=[CH:4][C:3]=1[C:8](=O)[CH:9]([C:14]1[CH:26]=[CH:25][C:17]2[N:18]=[C:19]([NH:21][CH:22]([CH3:24])[CH3:23])[S:20][C:16]=2[CH:15]=1)[C:10]([O:12]C)=O.[NH2:28][NH2:29].[OH-].[NH4+].CO.C(Cl)Cl>CC(O)=O.CCO.O>[F:1][C:2]1[CH:7]=[CH:6][CH:5]=[CH:4][C:3]=1[C:8]1[C:9]([C:14]2[CH:26]=[CH:25][C:17]3[N:18]=[C:19]([NH:21][CH:22]([CH3:23])[CH3:24])[S:20][C:16]=3[CH:15]=2)=[C:10]([OH:12])[NH:29][N:28]=1 |f:2.3,4.5|. Procedure: To a solution of methyl 3-(2-fluorophenyl)-2-(2-(isopropylamino)benzo[d]thiazol-6-yl)-3-oxopropanoate (63% purity, 0.260 g) in glacial AcOH (4 mL) and EtOH (2 mL) was added anhydrous hydrazine (0.18 mL, 5.73 mmol) at 0° C. The resulting mixture was heated at 85° C. for 4 hr. After it cooled to rt, the mixture was diluted with water (40 mL), basified with concentrated ammonium hydroxide to pH 8, and extracted with AcOEt (3×30 mL). The combined extract was washed with brine and dried over anhydrou... The reactants are C(C)(CC)OC1=CC=C(C=C1)O (4-sec-butoxyphenol), C(C)(C)(C)OCl (t-butylhypochlorite). Solvent: C(Cl)(Cl)(Cl)Cl (carbon tetrachloride). Product: C(C)(CC)OC1=CC(=C(C=C1)O)Cl (4-sec-butoxy-2-chlorophenol). Yield: 88.1%. RXN SMILES: [CH:1]([O:5][C:6]1[CH:11]=[CH:10][C:9]([OH:12])=[CH:8][CH:7]=1)([CH2:3][CH3:4])[CH3:2].C(O[Cl:18])(C)(C)C>C(Cl)(Cl)(Cl)Cl>[CH:1]([O:5][C:6]1[CH:7]=[CH:8][C:9]([OH:12])=[C:10]([Cl:18])[CH:11]=1)([CH2:3][CH3:4])[CH3:2]. Procedure details: To a solution of 5.0 g of 4-sec-butoxyphenol in 50 ml of carbon tetrachloride, there was added dropwise 3.27 g of t-butylhypochlorite with vigorously stirring and ice-cooling. After completion of the addition, the reaction mixture was stirred at room temperature for 5 hours and concentrated, followed by addition of 200 ml of ethyl acetate. The obtained solution was washed with an agueous solution of 5% wt. sodium dicarbonate, dried and concentrated under reduced pressure. The residue was subject... The reactants are O=C([O-])[O-], O=C(OCc1ccccc1)N1CCCC1c1cn2cccc(Br)c2n1, OB(O)c1ccccc1F, [K+], [K+], [Pd], c1ccc(P(c2ccccc2)c2ccccc2)cc1, c1ccc(P(c2ccccc2)c2ccccc2)cc1, c1ccc(P(c2ccccc2)c2ccccc2)cc1, c1ccc(P(c2ccccc2)c2ccccc2)cc1. The product is O=C(OCc1ccccc1)N1CCCC1c1cn2cccc(-c3ccccc3F)c2n1. RXN SMILES: [C:36](=[O:37])([O-:38])[O-:39].[CH2:1]([c:2]1[cH:3][cH:4][cH:5][cH:6][cH:7]1)[O:8][C:9](=[O:10])[N:11]1[CH:12]([c:16]2[n:17][c:18]3[n:19]([cH:20][cH:21][cH:22][c:23]3[Br:24])[cH:25]2)[CH2:13][CH2:14][CH2:15]1.[F:26][c:27]1[c:28]([B:33]([OH:34])[OH:35])[cH:29][cH:30][cH:31][cH:32]1.[K+:40].[K+:41].[Pd:42].[c:100]1([P:101]([c:102]2[cH:103][cH:104][cH:105][cH:106][cH:107]2)[c:108]2[cH:109][cH:110][cH:111][cH:112][cH:113]2)[cH:114][cH:115][cH:116][cH:117][cH:118]1.[c:43]1([P:44]([c:45]2[cH:46][cH:47][cH:48][cH:49][cH:50]2)[c:51]2[cH:52][cH:53][cH:54][cH:55][cH:56]2)[cH:57][cH:58][cH:59][cH:60][cH:61]1.[c:62]1([P:63]([c:64]2[cH:65][cH:66][cH:67][cH:68][cH:69]2)[c:70]2[cH:71][cH:72][cH:73][cH:74][cH:75]2)[cH:76][cH:77][cH:78][cH:79][cH:80]1.[c:81]1([P:82]([c:83]2[cH:84][cH:85][cH:86][cH:87][cH:88]2)[c:89]2[cH:90][cH:91][cH:92][cH:93][cH:94]2)[cH:95][cH:96][cH:97][cH:98][cH:99]1>>[CH2:1]([c:2]1[cH:3][cH:4][cH:5][cH:6][cH:7]1)[O:8][C:9](=[O:10])[N:11]1[CH:12]([c:16]2[n:17][c:18]3[n:19]([cH:20][cH:21][cH:22][c:23]3-[c:28]3[c:27]([F:26])[cH:32][cH:31][cH:30][cH:29]3)[cH:25]2)[CH2:13][CH2:14][CH2:15]1.